From a dataset of the Open Reaction Database (ORD), a public repository of structured organic reaction records. describe an organic reaction: reactants, conditions, products, and yield Reactants: O (Water), FC=1C=CC(=C(OC2CCOCC2)C1)[N+](=O)[O-] (4-(5-fluoro-2-nitrophenoxy)tetrahydro-2H-pyran), CS(=O)(=O)CC1=CC=C(C=N1)O (6-[(methylsulfonyl)methyl]pyridin-3-ol), C([O-])([O-])=O.[K+].[K+] (potassium carbonate). Run in C(C)(=O)OCC (ethyl acetate), CN(C=O)C (N,N-dimethylformamide), CCCCCC (hexane). Run at temperature 110 celsius, time 2 hour. The product is CS(=O)(=O)CC1=NC=C(C=C1)OC1=CC(=C(C=C1)[N+](=O)[O-])OC1CCOCC1 (2-[(Methylsulfonyl)methyl]-5-[4-nitro-3-(tetrahydro-2H-pyran-4-yloxy)phenoxy]pyridine). Yield: 99.9%. Reaction SMILES: F[C:2]1[CH:3]=[CH:4][C:5]([N+:15]([O-:17])=[O:16])=[C:6]([CH:14]=1)[O:7][CH:8]1[CH2:13][CH2:12][O:11][CH2:10][CH2:9]1.[CH3:18][S:19]([CH2:22][C:23]1[N:28]=[CH:27][C:26]([OH:29])=[CH:25][CH:24]=1)(=[O:21])=[O:20].C(=O)([O-])[O-].[K+].[K+].O>CN(C)C=O.CCCCCC.C(OCC)(=O)C>[CH3:18][S:19]([CH2:22][C:23]1[CH:24]=[CH:25][C:26]([O:29][C:2]2[CH:3]=[CH:4][C:5]([N+:15]([O-:17])=[O:16])=[C:6]([O:7][CH:8]3[CH2:13][CH2:12][O:11][CH2:10][CH2:9]3)[CH:14]=2)=[CH:27][N:28]=1)(=[O:21])=[O:20] |f:2.3.4|. Procedure: To a solution of 4-(5-fluoro-2-nitrophenoxy)tetrahydro-2H-pyran (13.6 g) and 6-[(methylsulfonyl)methyl]pyridin-3-ol (13.9 g) in N,N-dimethylformamide (300 mL) was added potassium carbonate (39 g), and the mixture was stirred at 110° C. for 2 hr. Water was added to the reaction solution, and the mixture was extracted with ethyl acetate. The organic layer was washed with saturated brine, dried over magnesium sulfate, filtered and concentrated under reduced pressure. The obtained crude product was ... Reactants: CCO, Clc1nccc2[nH]cnc12, NN, O. Product: NNc1nccc2[nH]cnc12. Reaction SMILES: [CH3:14][CH2:15][OH:16].[Cl:1][c:2]1[n:3][cH:4][cH:5][c:6]2[c:7]1[n:8][cH:9][nH:10]2.[NH2:12][NH2:13].[OH2:11]>>[c:2]1([NH:12][NH2:13])[n:3][cH:4][cH:5][c:6]2[c:7]1[n:8][cH:9][nH:10]2. Reactants: ClC1=C(C(=O)O)C=C(C=C1)S(=O)(=O)C (2-chloro-5-methanesulfonyl-benzoic acid), FC(CO)(F)F (2,2,2-trifluoro-ethanol). The product is CS(=O)(=O)C=1C=CC(=C(C(=O)O)C1)OCC(F)(F)F (5-Methanesulfonyl-2-(2,2,2-trifluoro-ethoxy)-benzoic acid). RXN SMILES: Cl[C:2]1[CH:10]=[CH:9][C:8]([S:11]([CH3:14])(=[O:13])=[O:12])=[CH:7][C:3]=1[C:4]([OH:6])=[O:5].[F:15][C:16]([F:20])([F:19])[CH2:17][OH:18]>>[CH3:14][S:11]([C:8]1[CH:9]=[CH:10][C:2]([O:18][CH2:17][C:16]([F:20])([F:19])[F:15])=[C:3]([CH:7]=1)[C:4]([OH:6])=[O:5])(=[O:13])=[O:12]. Reported procedure: Prepared in analogy to Example B1(b) from 2-chloro-5-methanesulfonyl-benzoic acid (Example B1(a)) and 2,2,2-trifluoro-ethanol. The crude material was purified by preparative HPLC to yield the title compound as a white solid. MS (m/e): 297.0 ([M−H]−, 100%). Reactants: C(C)(C)N1C(NC(C2=CC=C3C(=C12)OCC3)C3=CC=CC=C3)=O (1-isopropyl-3,4,7,8-tetrahydro-4-phenyl-furo[3,2-h]quinazolin-2(1H)-one), C=O (formalin), O1CCOCC1 (dioxane), [Mn](=O)(=O)(=O)[O-].[K+] (potassium permanganate). Solvent: O (water). The product is C(C)(C)N1C(N=C(C2=CC=C3C(=C12)OCC3)C3=CC=CC=C3)=O (1-isopropyl-7,8-dihydro-4-phenyl-furo[3,2-h]quinazolin-2(1H)-one). As a reaction SMILES: [CH:1]([N:4]1[C:13]2[C:8](=[CH:9][CH:10]=[C:11]3[CH2:16][CH2:15][O:14][C:12]3=2)[CH:7]([C:17]2[CH:22]=[CH:21][CH:20]=[CH:19][CH:18]=2)[NH:6][C:5]1=[O:23])([CH3:3])[CH3:2].O1CCOCC1.[Mn]([O-])(=O)(=O)=O.[K+].C=O>O>[CH:1]([N:4]1[C:13]2[C:8](=[CH:9][CH:10]=[C:11]3[CH2:16][CH2:15][O:14][C:12]3=2)[C:7]([C:17]2[CH:18]=[CH:19][CH:20]=[CH:21][CH:22]=2)=[N:6][C:5]1=[O:23])([CH3:3])[CH3:2] |f:2.3|. Reported procedure: To a stirred solution of 4.2 g. of 1-isopropyl-3,4,7,8-tetrahydro-4-phenyl-furo[3,2-h]quinazolin-2(1H)-one in 180 ml. of dioxane cooled to 8°±5°C. is added dropwise a solution of 2.3 g. of potassium permanganate in 100 ml. of water. After the addition is completed 1.5 ml. of formalin solution is added. The solids which precipitate are removed by filtration and the filtrate concentrated in vacuo to obtain an oil of 1-isopropyl-7,8-dihydro-4-phenyl-furo[3,2-h]quinazolin-2(1H)-one. Starting materials: CC(C)([O-])C.[K+] (potassium tert-butoxide), C(C)C1=CC=C(C=C1)C1=C(C(=C(C=C1)C1=CC=C([Se]1)C=O)F)F (5-(4′-ethyl-2,3-difluorobiphenyl-4-yl)selenophene-2-carbaldehyde), O (Water), Cl (hydrochloric acid). Reagents/catalysts: [Br-].C(C)[P+](C1=CC=CC=C1)(C1=CC=CC=C1)C1=CC=CC=C1 (ethyltriphenylphosphonium bromide). The solvent is C1CCOC1 (THF), C1CCOC1 (THF). Conditions: time 1 hour. Yields the product C(C)C1=CC=C(C=C1)C1=CC(=C(C=C1)C=1[Se]C(=CC1)C=CC)F (2-(4′-Ethyl-3-fluorobiphenyl-4-yl)-5-propenylselenophene). As a reaction SMILES: [CH2:1]([C:3]1[CH:8]=[CH:7][C:6]([C:9]2[CH:14]=[CH:13][C:12]([C:15]3[Se:19][C:18]([CH:20]=O)=[CH:17][CH:16]=3)=[C:11]([F:22])[C:10]=2F)=[CH:5][CH:4]=1)[CH3:2].[CH3:24][C:25](C)([O-])C.[K+].O.Cl>[Br-].C([P+](C1C=CC=CC=1)(C1C=CC=CC=1)C1C=CC=CC=1)C.C1COCC1>[CH2:1]([C:3]1[CH:8]=[CH:7][C:6]([C:9]2[CH:14]=[CH:13][C:12]([C:15]3[Se:19][C:18]([CH:20]=[CH:24][CH3:25])=[CH:17][CH:16]=3)=[C:11]([F:22])[CH:10]=2)=[CH:5][CH:4]=1)[CH3:2] |f:1.2,5.6|. Procedure details: 4.70 g (12.7 mmol) of ethyltriphenylphosphonium bromide are initially introduced together with 3.70 g (9.86 mmol) of 5-(4′-ethyl-2,3-difluorobiphenyl-4-yl)selenophene-2-carbaldehyde in 180 ml of THF, and a solution of 1.40 g (12.5 mmol) of potassium tert-butoxide in 20 ml of THF is added with ice-cooling. The mixture is stirred at RT for 1 h. Water and 2 N hydrochloric acid are added, and the batch is extracted with MTBE. The organic phase is washed with sat. sodium chloride soln. and dried usin... Product: CCCCCCC(O)CCCCCCCCCCCO. The reactants are [Al+3], [H-], [H-], [H-], [H-], [K+], [Li+], C1CCOC1, [OH-], CCCCCCC(O)CCCCCCCCCCC(=O)OC. RXN SMILES: [Al+3:2].[H-:1].[H-:4].[H-:5].[H-:6].[K+:30].[Li+:3].[O:31]1[CH2:32][CH2:33][CH2:34][CH2:35]1.[OH-:29].[OH:7][CH:8]([CH2:9][CH2:10][CH2:11][CH2:12][CH2:13][CH2:14][CH2:15][CH2:16][CH2:17][CH2:18][C:19](=[O:20])[O:21][CH3:22])[CH2:23][CH2:24][CH2:25][CH2:26][CH2:27][CH3:28]>>[OH:7][CH:8]([CH2:9][CH2:10][CH2:11][CH2:12][CH2:13][CH2:14][CH2:15][CH2:16][CH2:17][CH2:18][CH2:19][OH:20])[CH2:23][CH2:24][CH2:25][CH2:26][CH2:27][CH3:28]. Starting materials: solution, Cl (HCl), C(C)(C)(C)OC(=O)N(S(=O)(=O)C)C=1C=C(C=CC1OCC1CC1)CC(=O)O (2-(3-(N-(tert-butoxycarbonyl)methylsulfonamido)-4-(cyclopropylmethoxy)phenyl)acetic acid), ClC=1C=[N+](C=C(C1C[C@H](OC(CO)=O)C1=CC(=C(C=C1)OC(F)F)OCC1CC1)Cl)[O-] ((S)-3,5-dichloro-4-(2-(3-(cyclopropylmethoxy)-4-(difluoromethoxy)phenyl)-2-(2-hydroxyacetoxy)ethyl)pyridine 1-oxide), C(CCl)Cl (EDC). Reagents/catalysts: CN(C)C=1C=CN=CC1 (DMAP). The solvent is C(Cl)Cl (DCM). Product: C(C)(C)(C)OC(=O)N(S(=O)(=O)C)C=1C=C(C=CC1OCC1CC1)CC(=O)OCC(=O)O[C@@H](CC1=C(C=[N+](C=C1Cl)[O-])Cl)C1=CC(=C(C=C1)OC(F)F)OCC1CC1 ((S)-4-(2-(2-(2-(3-(N-(tert-butoxycarbonyl)-methylsulfonamido)-4-(cyclopropylmethoxy)phenyl)acetoxy)acetoxy)-2-(3-(cyclopropylmethoxy)-4-(difluoromethoxy)phenyl)ethyl)-3,5-dichloropyridine 1-oxide). Reaction SMILES: [C:1]([O:5][C:6]([N:8]([C:13]1[CH:14]=[C:15]([CH2:24][C:25]([OH:27])=[O:26])[CH:16]=[CH:17][C:18]=1[O:19][CH2:20][CH:21]1[CH2:23][CH2:22]1)[S:9]([CH3:12])(=[O:11])=[O:10])=[O:7])([CH3:4])([CH3:3])[CH3:2].[Cl:28][C:29]1[CH:30]=[N+:31]([O-:58])[CH:32]=[C:33]([Cl:57])[C:34]=1[CH2:35][C@@H:36]([C:42]1[CH:47]=[CH:46][C:45]([O:48][CH:49]([F:51])[F:50])=[C:44]([O:52][CH2:53][CH:54]2[CH2:56][CH2:55]2)[CH:43]=1)[O:37][C:38](=[O:41])[CH2:39]O.C(Cl)CCl.Cl>C(Cl)Cl.CN(C1C=CN=CC=1)C>[C:1]([O:5][C:6]([N:8]([C:13]1[CH:14]=[C:15]([CH2:24][C:25]([O:27][CH2:39][C:38]([O:37][C@H:36]([C:42]2[CH:47]=[CH:46][C:45]([O:48][CH:49]([F:51])[F:50])=[C:44]([O:52][CH2:53][CH:54]3[CH2:56][CH2:55]3)[CH:43]=2)[CH2:35][C:34]2[C:33]([Cl:57])=[CH:32][N+:31]([O-:58])=[CH:30][C:29]=2[Cl:28])=[O:41])=[O:26])[CH:16]=[CH:17][C:18]=1[O:19][CH2:20][CH:21]1[CH2:22][CH2:23]1)[S:9]([CH3:12])(=[O:10])=[O:11])=[O:7])([CH3:4])([CH3:2])[CH3:3]. Procedure details: To a solution of 2-(3-(N-(tert-butoxycarbonyl)methylsulfonamido)-4-(cyclopropylmethoxy)phenyl)acetic acid (0.200 g, 0.501 mmol) in DCM (5 ml), (S)-3,5-dichloro-4-(2-(3-(cyclopropylmethoxy)-4-(difluoromethoxy)phenyl)-2-(2-hydroxyacetoxy)ethyl)pyridine 1-oxide (0.239 g, 0.501 mmol), EDC (0.288 g, 1.502 mmol), and DMAP (0.0306 g, 0.250 mmol) were added, and the mixture was reacted for 5 hours. A 1N solution of HCl was added, and the desired compound was extracted with DCM (3×) recovering the crude ...